From a dataset of the Open Reaction Database (ORD), a public repository of structured organic reaction records. describe an organic reaction: reactants, conditions, products, and yield Reactants: Cl, NNC(=O)c1cc(-c2cccc(F)c2)on1, O=N[O-], [Na+], O. Yields the product [N-]=[N+]=NC(=O)c1cc(-c2cccc(F)c2)on1. RXN SMILES: [ClH:17].[F:1][c:2]1[cH:3][c:4](-[c:8]2[cH:9][c:10]([C:13](=[O:14])[NH:15][NH2:16])[n:11][o:12]2)[cH:5][cH:6][cH:7]1.[N:18]([O-:19])=[O:20].[Na+:21].[OH2:22]>>[F:1][c:2]1[cH:3][c:4](-[c:8]2[cH:9][c:10]([C:13](=[O:14])[N:15]=[N+:16]=[N-:18])[n:11][o:12]2)[cH:5][cH:6][cH:7]1. The reactants are [OH-].[K+] (potassium hydroxide), C(CCC)C1(CCSC2=CC=C(C=C12)C#C[Si](C)(C)C)CCCC ((4,4-dibutylthiochroman-6-yl)(trimethylsilyl)acetylene), C(CCC)C1(CCSC2=CC=C(C=C12)C#C[Si](C)(C)C)CCCC ((4,4-dibutylthiochroman-6-yl)(trimethylsilyl)acetylene). Run in O (water), C(C)O (ethanol). Run at time 16 hour. Product: C(CCC)C1(CCSC2=CC=C(C=C12)C#C)CCCC ((4,4-Dibutylthiochroman-6-yl)acetylene). Reaction SMILES: [OH-].[K+].[CH2:3]([C:7]1([CH2:23][CH2:24][CH2:25][CH3:26])[C:16]2[C:11](=[CH:12][CH:13]=[C:14]([C:17]#[C:18][Si](C)(C)C)[CH:15]=2)[S:10][CH2:9][CH2:8]1)[CH2:4][CH2:5][CH3:6]>O.C(O)C>[CH2:3]([C:7]1([CH2:23][CH2:24][CH2:25][CH3:26])[C:16]2[C:11](=[CH:12][CH:13]=[C:14]([C:17]#[CH:18])[CH:15]=2)[S:10][CH2:9][CH2:8]1)[CH2:4][CH2:5][CH3:6] |f:0.1|. Procedure: A solution of 1.41 g (25 mmol) of potassium hydroxide in 1.4 mL of water and 10.0 mL of ethanol was added to 1.44 g (4.00 mmol) of (4,4-dibutylthiochroman-6-yl)(trimethylsilyl)acetylene (Compound 34) and the resulting mixture stirred at room temperature for 16 hours during which time it became homogeneous. The solvent was removed in-vacuo and the residue was acidified with 5% aqueous H2SO4. The product was extracted with 2×50 mL of ether. Starting materials: P(=O)(OC1=CC=CC=C1)(OC1=CC=CC=C1)Cl (diphenyl chlorophosphate), O=C1[C@@H](N2C([C@@H]([C@H]2C1)C(C)(C)OC)=O)C(=O)OCC1=CC=C(C=C1)[N+](=O)[O-] (4-nitrobenzyl (2R, 5R, 6S)-3,7-dioxo-6-(1-methoxy-1-methylethyl)-1-azabicyclo[3.2.0]heptane-2-carboxylate), C(C)(C)N(CC)C(C)C (N,N-diisopropyl-N-ethylamine), C(C)(C)N(CC)C(C)C (N,N-diisopropyl-N-ethylamine), N1=CC=C(C=C1)S (pyridine-4-thiol). The reagents and catalysts are CN(C)C1=CC=NC=C1 (4-(N,N-dimethylamino)pyridine). Run in C(C)#N (acetonitrile), C(C)#N (acetonitrile), C(C)#N (acetonitrile), C(C)#N (acetonitrile). Reaction conditions: temperature 0 celsius, time 1 hour. The product is COC(C)(C)[C@@H]1[C@H]2CC(=C(N2C1=O)C(=O)OCC1=CC=C(C=C1)[N+](=O)[O-])SC1=CC=NC=C1 (4-nitrobenzyl (5R, 6S)-6-(1-methoxy-1-methylethyl)-7-oxo-3-(4-pyridylthio)-1-azabicyclo[3.2.0]hept-2-ene-2-carboxylate). Isolated yield 82.9%. Reaction SMILES: O=[C:2]1[CH2:8][C@H:7]2[N:4]([C:5](=[O:14])[C@@H:6]2[C:9]([O:12][CH3:13])([CH3:11])[CH3:10])[C@H:3]1[C:15]([O:17][CH2:18][C:19]1[CH:24]=[CH:23][C:22]([N+:25]([O-:27])=[O:26])=[CH:21][CH:20]=1)=[O:16].C(N(C(C)C)CC)(C)C.P(Cl)(OC1C=CC=CC=1)(OC1C=CC=CC=1)=O.[N:54]1[CH:59]=[CH:58][C:57]([SH:60])=[CH:56][CH:55]=1>CN(C1C=CN=CC=1)C.C(#N)C>[CH3:13][O:12][C:9]([C@H:6]1[C:5](=[O:14])[N:4]2[C@@H:7]1[CH2:8][C:2]([S:60][C:57]1[CH:58]=[CH:59][N:54]=[CH:55][CH:56]=1)=[C:3]2[C:15]([O:17][CH2:18][C:19]1[CH:20]=[CH:21][C:22]([N+:25]([O-:27])=[O:26])=[CH:23][CH:24]=1)=[O:16])([CH3:11])[CH3:10]. Procedure details: To a solution of 4-nitrobenzyl (2R, 5R, 6S)-3,7-dioxo-6-(1-methoxy-1-methylethyl)-1-azabicyclo[3.2.0]heptane-2-carboxylate (50.0 mg) and 4-(N,N-dimethylamino)pyridine (1.62 mg) in acetonitrile (2.5 ml) was added dropwise a solution of N,N-diisopropyl-N-ethylamine (27.8 μl) in acetonitrile (0.25 ml), followed by addition of a solution of diphenyl chlorophosphate (28.9 μl) in acetonitrile (0.26 ml) at 0° C. After stirring for one hour at 0° C., a solution of N,N-diisopropyl-N-ethylamine (92.7 μl) ... Reactants: F[B-](F)(F)F, C=C(CC(=O)OC)C(=O)OC, CO, C1=CCCC=CCC1, [H][H], [Rh+], O=C1OC(=O)C(P2C(c3ccccc3)CCC2c2ccccc2)=C1P1C(c2ccccc2)CCC1c1ccccc1. Product: COC(=O)CC(C)C(=O)OC. As a reaction SMILES: [B-:14]([F:15])([F:16])([F:17])[F:18].[C:1]([C:2](=[CH2:3])[CH2:4][C:5](=[O:6])[O:7][CH3:8])(=[O:9])[O:10][CH3:11].[CH3:69][OH:70].[CH:20]1=[CH:27][CH2:26][CH2:25][CH:24]=[CH:23][CH2:22][CH2:21]1.[H:12][H:13].[Rh+:19].[c:28]1([CH:29]2[CH2:30][CH2:31][CH:32]([c:33]3[cH:34][cH:35][cH:36][cH:37][cH:38]3)[P:39]2[C:40]2=[C:46]([P:47]3[CH:48]([c:49]4[cH:50][cH:51][cH:52][cH:53][cH:54]4)[CH2:55][CH2:56][CH:57]3[c:58]3[cH:59][cH:60][cH:61][cH:62][cH:63]3)[C:44](=[O:45])[O:43][C:41]2=[O:42])[cH:64][cH:65][cH:66][cH:67][cH:68]1>>[C:1]([CH:2]([CH3:3])[CH2:4][C:5](=[O:6])[O:7][CH3:8])(=[O:9])[O:10][CH3:11].